Dataset: the Open Reaction Database (ORD), a public repository of structured organic reaction records. Task: describe an organic reaction: reactants, conditions, products, and yield The reactants are BrC=1C=CC(N(C1)CCOC1=CC=NC2=CC(=CC=C12)OC)=O (5-bromo-1-(2-(7-methoxyquinolin-4-yloxy)ethyl)pyridin-2(1H)-one), S1C(=CC=C1)B(O)O (thiophene-2-boronic acid), dichloride palladium(II), C(=O)([O-])[O-].[Na+].[Na+] (Na2CO3). Reagents/catalysts: C1(=CC=CC=C1)P([C-]1C=CC=C1)C1=CC=CC=C1.[C-]1(C=CC=C1)P(C1=CC=CC=C1)C1=CC=CC=C1.[Fe+2] (1,1′-bis(diphenylphosphino)ferrocene). Run in COCCOC (DME). Run at temperature 85 celsius. Yields the product COC1=CC=C2C(=CC=NC2=C1)OCCN1C(C=CC(=C1)C=1SC=CC1)=O (1-(2-(7-Methoxyquinolin-4-yloxy)ethyl)-5-(thiophen-2-yl)pyridin-2(1H)-one). RXN SMILES: Br[C:2]1[CH:3]=[CH:4][C:5](=[O:23])[N:6]([CH2:8][CH2:9][O:10][C:11]2[C:20]3[C:15](=[CH:16][C:17]([O:21][CH3:22])=[CH:18][CH:19]=3)[N:14]=[CH:13][CH:12]=2)[CH:7]=1.[S:24]1[CH:28]=[CH:27][CH:26]=[C:25]1B(O)O.C([O-])([O-])=O.[Na+].[Na+]>COCCOC.C1(P(C2C=CC=CC=2)[C-]2C=CC=C2)C=CC=CC=1.[C-]1(P(C2C=CC=CC=2)C2C=CC=CC=2)C=CC=C1.[Fe+2]>[CH3:22][O:21][C:17]1[CH:16]=[C:15]2[C:20]([C:11]([O:10][CH2:9][CH2:8][N:6]3[CH:7]=[C:2]([C:25]4[S:24][CH:28]=[CH:27][CH:26]=4)[CH:3]=[CH:4][C:5]3=[O:23])=[CH:12][CH:13]=[N:14]2)=[CH:19][CH:18]=1 |f:2.3.4,6.7.8|. Reported procedure: A mixture of 5-bromo-1-(2-(7-methoxyquinolin-4-yloxy)ethyl)pyridin-2(1H)-one (50 mg, 133 μmol), thiophene-2-boronic acid (34 mg, 267 μmol), 1,1′-bis(diphenylphosphino)ferrocene]dichloride palladium(II) (8 mg, 11 μmol), and Na2CO3 (2M, 200 μl, 400 μmol) in DME (0.5 mL) were heated to 85° C. for 1 h. The reaction mixture was partitioned between CH2Cl2 (10 mL) and 5% NaHCO3 (5 mL). The aqueous layer was further extracted with CH2Cl2 (5 mL) and the combined organics were dried with brine and MgSO4. ... Reactants: C(C)(=O)OO (peracetic acid), C(C)(=O)OC1=C(C(CC1)CC(=O)OC)CCCCC (methyl 3-acetoxy-2-pentyl-2-cyclopentene-1-acetate), C1(=CC=CC=C1)C (toluene), C(C)(=O)OO (peracetic acid). Run in O (water). Conditions: time 2 hour. Yields the product C(CCCC)C12OC(CC2CCC1=O)=O (1-Pentyl-2-oxabicyclo[3.3.0]octan-3,8-dione). Isolated yield 94.5%. Reaction SMILES: C([O:4][C:5]1[CH2:9][CH2:8][CH:7]([CH2:10][C:11]([O:13]C)=[O:12])[C:6]=1[CH2:15][CH2:16][CH2:17][CH2:18][CH3:19])(=O)C.C1(C)C=CC=CC=1.C(OO)(=O)C>O>[CH2:15]([C:6]12[C:5](=[O:4])[CH2:9][CH2:8][CH:7]1[CH2:10][C:11](=[O:13])[O:12]2)[CH2:16][CH2:17][CH2:18][CH3:19]. Procedure details: A 2000 ml three-necked round-bottom flask, equipped with a magnetic stirrer, nitrogen device, thermometer, dropping funnel and a reflux condenser was charged with 591.0 g of crude methyl 3-acetoxy-2-pentyl-2-cyclopentene-1-acetate and 70 g of toluene. At 26° C. 386.9 g (2.04 mol) 40% peracetic acid were added dropwise over a 5.3 h period. Stirring was continued for 2 h. 22.0 g (0.12 mol) of 40% peracetic acid were added over 30 min, and stirring was continued for another 2 h. 350 g of water were... Starting materials: COCOc1ccc2cc(C(C)C(=O)O)ccc2c1, CCOCC, CC=[N+]=[N-]. The product is CCOC(=O)C(C)c1ccc2cc(OCOC)ccc2c1. As a reaction SMILES: [CH3:1][O:2][CH2:3][O:4][c:5]1[cH:6][c:7]2[cH:8][cH:9][c:10]([CH:15]([C:16](=[O:17])[OH:18])[CH3:19])[cH:11][c:12]2[cH:13][cH:14]1.[CH3:24][CH2:25][O:26][CH2:27][CH3:28].[N+:20](=[N-:21])=[CH:22][CH3:23]>>[CH3:1][O:2][CH2:3][O:4][c:5]1[cH:6][c:7]2[cH:8][cH:9][c:10]([CH:15]([C:16](=[O:17])[O:18][CH2:22][CH3:23])[CH3:19])[cH:11][c:12]2[cH:13][cH:14]1. The reactants are S1C(=CC=C1)CNCCC(=O)OC (methyl 3-[(2-thienylmethyl)amino]propanoate), Cl.NCCC(=O)OC (methyl β-alaninate hydrochloride). The product is O1C(=CC=C1)CNCCC(=O)OC (Methyl 3-[(2-furanylmethyl)amino]propanoate), product. Yield: 28.0%. Reaction SMILES: S1[CH:5]=[CH:4][CH:3]=[C:2]1[CH2:6][NH:7][CH2:8][CH2:9][C:10]([O:12][CH3:13])=[O:11].Cl.NCCC(OC)=[O:19]>>[O:19]1[CH:5]=[CH:4][CH:3]=[C:2]1[CH2:6][NH:7][CH2:8][CH2:9][C:10]([O:12][CH3:13])=[O:11] |f:1.2|. Procedure details: Methyl 3-[(2-furanylmethyl)amino]propanoate (22) was prepared in the manner methyl 3-[(2-thienylmethyl)amino]propanoate (15) was prepared, as described above in Example 15, on a 6.5 mmol scale from methyl β-alaninate hydrochloride and furrural to yield 0.28 g (28%) of product. The reactants are ClC1=CC=C(C=C1C1=CC(=CC=C1)C=O)CNC(=O)C1=NC(=CC=C1)C(=O)NCC=1C(=C2C(=NC1CC)N(N=C2)CC)NC2CCOCC2 (N-[(6-chloro-3′-formyl-3-biphenylyl)methyl]-N′-{[1,6-diethyl-4-(tetrahydro-2H-pyran-4-ylamino)-1H-pyrazolo[3,4-b]pyridin-5-yl]methyl}-2,6-pyridinedicarboxamide), CN1CCNCC1 (1-methylpiperazine), C(C)(=O)O[BH-](OC(C)=O)OC(C)=O.[Na+] (sodium triacetoxyborohydride), C(C)(=O)O (acetic acid). Run in C(Cl)Cl (DCM). Product: ClC1=CC=C(C=C1C1=CC(=CC=C1)CN1CCN(CC1)C)CNC(=O)C1=NC(=CC=C1)C(=O)NCC=1C(=C2C(=NC1CC)N(N=C2)CC)NC2CCOCC2 (N-({6-chloro-3′-[(4-methyl-1-piperazinyl)methyl]-3-biphenylyl}methyl)-N′-{[1,6-diethyl-4-(tetrahydro-2H-pyran-4-ylamino)-1H-pyrazolo[3,4-b]pyridin-5-yl]methyl}-2,6-pyridinedicarboxamide). The yield is 33.6%. RXN SMILES: [Cl:1][C:2]1[C:7]([C:8]2[CH:13]=[CH:12][CH:11]=[C:10]([CH:14]=O)[CH:9]=2)=[CH:6][C:5]([CH2:16][NH:17][C:18]([C:20]2[CH:25]=[CH:24][CH:23]=[C:22]([C:26]([NH:28][CH2:29][C:30]3[C:31]([NH:43][CH:44]4[CH2:49][CH2:48][O:47][CH2:46][CH2:45]4)=[C:32]4[CH:40]=[N:39][N:38]([CH2:41][CH3:42])[C:33]4=[N:34][C:35]=3[CH2:36][CH3:37])=[O:27])[N:21]=2)=[O:19])=[CH:4][CH:3]=1.[CH3:50][N:51]1[CH2:56][CH2:55][NH:54][CH2:53][CH2:52]1.C(O[BH-](OC(=O)C)OC(=O)C)(=O)C.[Na+].C(O)(=O)C>C(Cl)Cl>[Cl:1][C:2]1[C:7]([C:8]2[CH:13]=[CH:12][CH:11]=[C:10]([CH2:14][N:54]3[CH2:55][CH2:56][N:51]([CH3:50])[CH2:52][CH2:53]3)[CH:9]=2)=[CH:6][C:5]([CH2:16][NH:17][C:18]([C:20]2[CH:25]=[CH:24][CH:23]=[C:22]([C:26]([NH:28][CH2:29][C:30]3[C:31]([NH:43][CH:44]4[CH2:45][CH2:46][O:47][CH2:48][CH2:49]4)=[C:32]4[CH:40]=[N:39][N:38]([CH2:41][CH3:42])[C:33]4=[N:34][C:35]=3[CH2:36][CH3:37])=[O:27])[N:21]=2)=[O:19])=[CH:4][CH:3]=1 |f:2.3|. Procedure: A mixture of N-[(6-chloro-3′-formyl-3-biphenylyl)methyl]-N′-{[1,6-diethyl-4-(tetrahydro-2H-pyran-4-ylamino)-1H-pyrazolo[3,4-b]pyridin-5-yl]methyl}-2,6-pyridinedicarboxamide (50 mg, 0.074 mmol), 1-methylpiperazine (7.36 mg, 0.074 mmol), sodium triacetoxyborohydride (31.2 mg, 0.147 mmol) and acetic acid (5.05 μL, 0.088 mmol) in DCM (1 mL) was stirred at room temperature over the weekend. The reaction mixture was quenched with saturated NaHCO3, and extracted with DCM twice. The combined organic lay...